The task is: describe an organic reaction: reactants, conditions, products, and yield. This data is from the Open Reaction Database (ORD), a public repository of structured organic reaction records. As a reaction SMILES: [CH3:1][C:2]([N:6]1[CH:10]=[C:9]([N+:11]([O-:13])=[O:12])[N:8]=[CH:7]1)([CH3:5])[CH:3]=O.[CH3:14][N:15]1[CH2:20][CH2:19][NH:18][CH2:17][CH2:16]1>>[CH3:14][N:15]1[CH2:20][CH2:19][N:18]([CH2:3][C:2]([CH3:1])([N:6]2[CH:10]=[C:9]([N+:11]([O-:13])=[O:12])[N:8]=[CH:7]2)[CH3:5])[CH2:17][CH2:16]1. Procedure details: 2-Methyl-2-(4-nitro-imidazol-1-yl)-propionaldehyde was reacted with N-methyl piperazine to provide the title compound: MS m/z 268.2 (M+1). Reactants: CC(C=O)(C)N1C=NC(=C1)[N+](=O)[O-] (2-Methyl-2-(4-nitro-imidazol-1-yl)-propionaldehyde), CN1CCNCC1 (N-methyl piperazine). Product: CN1CCN(CC1)CC(C)(N1C=NC(=C1)[N+](=O)[O-])C (1-Methyl-4-[2-methyl-2-(4-nitro-imidazol-1-yl)-propyl]-piperazine). The reactants are CC(=O)OCc1cncc(COc2cc3c(=O)ccn4c5ccc(Br)cc5c(c2)c34)c1, CO, [Na+], [OH-], O. Yields the product O=c1ccn2c3ccc(Br)cc3c3cc(OCc4cncc(CO)c4)cc1c32. As a reaction SMILES: [C:1](=[O:2])([CH3:3])[O:4][CH2:5][c:6]1[cH:7][c:8]([CH2:12][O:13][c:14]2[cH:15][c:16]3[c:17]4[cH:18][c:19]([Br:31])[cH:20][cH:21][c:22]4[n:23]4[c:24]3[c:25]([cH:26]2)[c:27](=[O:30])[cH:28][cH:29]4)[cH:9][n:10][cH:11]1.[CH3:34][OH:35].[Na+:33].[OH-:32].[OH2:36]>>[OH:4][CH2:5][c:6]1[cH:7][c:8]([CH2:12][O:13][c:14]2[cH:15][c:16]3[c:17]4[cH:18][c:19]([Br:31])[cH:20][cH:21][c:22]4[n:23]4[c:24]3[c:25]([cH:26]2)[c:27](=[O:30])[cH:28][cH:29]4)[cH:9][n:10][cH:11]1. The reactants are Br.N1=CC(=CC=C1)OC1=CC=C(C=C1)C1=NN=C(O1)N (5-[4-(Pyridin-3-yloxy)phenyl]-1,3,4-oxadiazol-2-amine hydrobromide salt), FC(OC1=C(C(=O)Cl)C=CC=C1)(F)F (2-trifluoromethoxybenzoyl chloride). Solvent: CO (MeOH), N1=CC=CC=C1 (pyridine). Run at time 18 hour. The product is N1=CC(=CC=C1)OC1=CC=C(C=C1)C1=NN=C(O1)NC(C1=C(C=CC=C1)OC(F)(F)F)=O (N-{5-[4-(pyridin-3-yloxy)phenyl]-1,3,4-oxadiazol-2-yl}-2-(trifluoromethoxy)-benzamide). Isolated yield 9.1%. RXN SMILES: Br.[N:2]1[CH:7]=[CH:6][CH:5]=[C:4]([O:8][C:9]2[CH:14]=[CH:13][C:12]([C:15]3[O:19][C:18]([NH2:20])=[N:17][N:16]=3)=[CH:11][CH:10]=2)[CH:3]=1.[F:21][C:22]([F:34])([F:33])[O:23][C:24]1[CH:32]=[CH:31][CH:30]=[CH:29][C:25]=1[C:26](Cl)=[O:27]>N1C=CC=CC=1.CO>[N:2]1[CH:7]=[CH:6][CH:5]=[C:4]([O:8][C:9]2[CH:10]=[CH:11][C:12]([C:15]3[O:19][C:18]([NH:20][C:26](=[O:27])[C:25]4[CH:29]=[CH:30][CH:31]=[CH:32][C:24]=4[O:23][C:22]([F:21])([F:33])[F:34])=[N:17][N:16]=3)=[CH:13][CH:14]=2)[CH:3]=1 |f:0.1|. Reported procedure: 5-[4-(Pyridin-3-yloxy)phenyl]-1,3,4-oxadiazol-2-amine hydrobromide salt (167.5 mg, 0.5 mmol) was suspended in 2 mL of anhydrous pyridine. Neat 2-trifluoromethoxybenzoyl chloride (100 uL) was added directly into the solution. It was left to stir for 18 hours. The reaction mixture formed an orange solution with a yellow precipitate. Then it was diluted with ca. 1 mL of MeOH, filtered through 0.22 u syringe filter and purified by reverse phase preparative HPLC using acetonitrile/water mixture conta... Reactants: BrC1=CC=C(C=C1)C1=C(C(=NO1)C)CC(CCC1=CC=CC=C1)(F)F (5-(4-bromo-phenyl)-4-(2,2-difluoro-4-phenyl-butyl)-3-methyl-isoxazole), C(C)OC(=O)[C@H]1[C@H](C1)C1=CC=C(C=C1)B1OC(C(O1)(C)C)(C)C ((cis)-2-[4-(4,4,5,5-tetramethyl-[1,3,2]dioxaborolan-2-yl)-phenyl]-cyclopropanecarboxylic acid ethyl ester). Yields the product C(C)OC(=O)[C@H]1[C@H](C1)C1=CC=C(C=C1)C1=CC=C(C=C1)C1=C(C(=NO1)C)CC(CCC1=CC=CC=C1)(F)F ((cis)-2-{4′-[4-(2,2-Difluoro-4-phenyl-butyl)-3-methyl-isoxazol-5-yl]-biphenyl-4-yl}-cyclopropanecarboxylic acid ethyl ester). As a reaction SMILES: Br[C:2]1[CH:7]=[CH:6][C:5]([C:8]2[O:12][N:11]=[C:10]([CH3:13])[C:9]=2[CH2:14][C:15]([F:25])([F:24])[CH2:16][CH2:17][C:18]2[CH:23]=[CH:22][CH:21]=[CH:20][CH:19]=2)=[CH:4][CH:3]=1.[CH2:26]([O:28][C:29]([C@@H:31]1[CH2:33][C@@H:32]1[C:34]1[CH:39]=[CH:38][C:37](B2OC(C)(C)C(C)(C)O2)=[CH:36][CH:35]=1)=[O:30])[CH3:27]>>[CH2:26]([O:28][C:29]([C@@H:31]1[CH2:33][C@@H:32]1[C:34]1[CH:39]=[CH:38][C:37]([C:2]2[CH:7]=[CH:6][C:5]([C:8]3[O:12][N:11]=[C:10]([CH3:13])[C:9]=3[CH2:14][C:15]([F:25])([F:24])[CH2:16][CH2:17][C:18]3[CH:23]=[CH:22][CH:21]=[CH:20][CH:19]=3)=[CH:4][CH:3]=2)=[CH:36][CH:35]=1)=[O:30])[CH3:27]. Reported procedure: Prepared according to the procedure described in Example 3, Step 5, using 5-(4-bromo-phenyl)-4-(2,2-difluoro-4-phenyl-butyl)-3-methyl-isoxazole and (cis)-2-[4-(4,4,5,5-tetramethyl-[1,3,2]dioxaborolan-2-yl)-phenyl]-cyclopropanecarboxylic acid ethyl ester. Reactants: C[Si](CCOCCl)(C)C ([2-(trimethylsilyl)ethoxy]methyl chloride), C(CCC)C=1NC(=C(N1)C(=O)OC)C(=O)OC (2-n-butyl-1H-imidazole-4,5-dicarboxylic acid, dimethyl ester), CC(C)([O-])C.[K+] (Potassium t-butoxide), solution. Solvent: CN(C)C=O (DMF), C1CCOC1 (THF). Reaction conditions: temperature 25 celsius, time 90 minute. Product: C[Si](CCOCN1C(=NC(=C1C(=O)OC)C(=O)OC)CCCC)(C)C (1-[2-(trimethylsilyl)ethoxy]methyl-2-n-butyl-1H-imidazole-4,5-dicarboxylic acid, dimethyl ester). The yield is 106.0%. As a reaction SMILES: [CH2:1]([C:5]1[NH:6][C:7]([C:14]([O:16][CH3:17])=[O:15])=[C:8]([C:10]([O:12][CH3:13])=[O:11])[N:9]=1)[CH2:2][CH2:3][CH3:4].CC(C)([O-])C.[K+].[CH3:24][Si:25]([CH3:32])([CH3:31])[CH2:26][CH2:27][O:28][CH2:29]Cl>CN(C=O)C.C1COCC1>[CH3:24][Si:25]([CH3:32])([CH3:31])[CH2:26][CH2:27][O:28][CH2:29][N:9]1[C:8]([C:10]([O:12][CH3:13])=[O:11])=[C:7]([C:14]([O:16][CH3:17])=[O:15])[N:6]=[C:5]1[CH2:1][CH2:2][CH2:3][CH3:4] |f:1.2|. Procedure details: The diester 1 from Step (a) (23 g, MW 240, 0.096 mol) was dissolved in 300 ml DMF. Potassium t-butoxide (100 ml of a 1M solution in dry THF) was added through a syringe. The solution was stirred for 15 min at 25° C. [2-(trimethylsilyl)ethoxy]methyl chloride (SEM-chloride, 18.6 ml, 1.1 eq, MW 166, d 0.94) was added and a precipitate instantly formed. The reaction was stirred for 90 min at 25° C. The solvent was removed and the residue partitioned between ethyl acetate and water. The organic extra...